This data is from the Open Reaction Database (ORD), a public repository of structured organic reaction records. The task is: describe an organic reaction: reactants, conditions, products, and yield The reactants are [H][H] (hydrogen), CI (methyl iodide), [H-].[Na+] (Sodium hydride), C(C)C1=NC2=CC=C(N=C2C(=C1)OCC1=CC=C(C=C1)C1=C(C=CC=C1)C=1N=NN(N1)C(C1=CC=CC=C1)(C1=CC=CC=C1)C1=CC=CC=C1)OCCO (2-ethyl-6-(2-hydroxyethoxy)-4-[(2'-(2-triphenylmethyl-2H-tetrazol-5-yl)biphenyl-4-yl)methoxy]-1,5-naphthyridine), C1CCOC1 (THF). Run in O (water). Conditions: time 72 hour. The product is C(C)C1=NC2=CC=C(N=C2C(=C1)OCC1=CC=C(C=C1)C1=C(C=CC=C1)C=1N=NN(N1)C(C1=CC=CC=C1)(C1=CC=CC=C1)C1=CC=CC=C1)OCC(=O)OCC (2-ethyl-6-(ethoxycarbonylmethoxy)-4-[(2'-(2-triphenylmethyl-2H-tetrazol-5-yl)biphenyl-4-yl)methoxy]-1,5-naphthyridine). RXN SMILES: [H-].[Na+].[CH2:3]([C:5]1[CH:14]=[C:13]([O:15][CH2:16][C:17]2[CH:22]=[CH:21][C:20]([C:23]3[CH:28]=[CH:27][CH:26]=[CH:25][C:24]=3[C:29]3[N:30]=[N:31][N:32]([C:34]([C:47]4[CH:52]=[CH:51][CH:50]=[CH:49][CH:48]=4)([C:41]4[CH:46]=[CH:45][CH:44]=[CH:43][CH:42]=4)[C:35]4[CH:40]=[CH:39][CH:38]=[CH:37][CH:36]=4)[N:33]=3)=[CH:19][CH:18]=2)[C:12]2[C:7](=[CH:8][CH:9]=[C:10]([O:53][CH2:54][CH2:55][OH:56])[N:11]=2)[N:6]=1)[CH3:4].[H][H].CI.C1C[O:64][CH2:63][CH2:62]1>O>[CH2:3]([C:5]1[CH:14]=[C:13]([O:15][CH2:16][C:17]2[CH:18]=[CH:19][C:20]([C:23]3[CH:28]=[CH:27][CH:26]=[CH:25][C:24]=3[C:29]3[N:30]=[N:31][N:32]([C:34]([C:47]4[CH:48]=[CH:49][CH:50]=[CH:51][CH:52]=4)([C:41]4[CH:42]=[CH:43][CH:44]=[CH:45][CH:46]=4)[C:35]4[CH:40]=[CH:39][CH:38]=[CH:37][CH:36]=4)[N:33]=3)=[CH:21][CH:22]=2)[C:12]2[C:7](=[CH:8][CH:9]=[C:10]([O:53][CH2:54][C:55]([O:64][CH2:63][CH3:62])=[O:56])[N:11]=2)[N:6]=1)[CH3:4] |f:0.1|. Reported procedure: Sodium hydride (60% dispersion in mineral oil, 62 mg) was added in a solution of 2-ethyl-6-(2-hydroxyethoxy)-4-[(2'-(2-triphenylmethyl-2H-tetrazol-5-yl)biphenyl-4-yl)methoxy]-1,5-naphthyridine (1.0 g) in THF (10 ml). The mixture was stirred until evolution of hydrogen had ceased and then methyl iodide (0.09 ml) was added. The solution was left to stand for 72 hours and then water (30 ml) was added. The mixture was extracted with ether (2×20 ml) and the combined extracts were dried (MgSO4). Volat... The reactants are C(C)O (ethanol), C(C)OC(/C(/CCCN[C@H]1[C@H](CC2=CC=CC=C12)O)=C/C1=CC(=C(C=C1)N1C=NC(=C1)C)OC)=O ((E)-5-[(1R,2S)-2-hydroxyindan-1-ylamino]-2-[3-methoxy-4-(4-methyl-1H-imidazol-1-yl)benzylidene]valeric acid ethyl ester), [OH-].[Na+] (sodium hydroxide), O (water). The solvent is C(C)(=O)OCC (ethyl acetate). The product is O[C@@H]1[C@@H](C2=CC=CC=C2C1)N1C(/C(/CCC1)=C/C1=CC(=C(C=C1)N1C=NC(=C1)C)OC)=O ((E)-1-[(1R,2S)-2-hydroxyindan-1-yl]-3-[3-methoxy-4-(4-methyl-1H-imidazol-1-yl)benzylidene]piperidin-2-one). Yield: 72.8%. Reaction SMILES: C(O)C.C([O:6][C:7](=O)/[C:8](=[CH:23]/[C:24]1[CH:29]=[CH:28][C:27]([N:30]2[CH:34]=[C:33]([CH3:35])[N:32]=[CH:31]2)=[C:26]([O:36][CH3:37])[CH:25]=1)/[CH2:9][CH2:10][CH2:11][NH:12][C@@H:13]1[C:21]2[C:16](=[CH:17][CH:18]=[CH:19][CH:20]=2)[CH2:15][C@@H:14]1[OH:22])C.[OH-].[Na+].O>C(OCC)(=O)C>[OH:22][C@H:14]1[CH2:15][C:16]2[C:21](=[CH:20][CH:19]=[CH:18][CH:17]=2)[C@H:13]1[N:12]1[CH2:11][CH2:10][CH2:9]/[C:8](=[CH:23]\[C:24]2[CH:29]=[CH:28][C:27]([N:30]3[CH:34]=[C:33]([CH3:35])[N:32]=[CH:31]3)=[C:26]([O:36][CH3:37])[CH:25]=2)/[C:7]1=[O:6] |f:2.3|. Procedure: To an ethanol (2.0 mL) solution of (E)-5-[(1R,2S)-2-hydroxyindan-1-ylamino]-2-[3-methoxy-4-(4-methyl-1H-imidazol-1-yl)benzylidene]valeric acid ethyl ester (120 mg), 2N sodium hydroxide solution (1.0 mL) was added. After carrying out heat-refluxing of the reaction solution for 30 minutes and confirming disappearance of the starting materials, water and ethyl acetate were added to the reaction solution, and the organic layer was partitioned. After the obtained organic layer was washed with a satur... The reactants are N1=CC=CC=C1 (pyridine), C(C)(C)(C)OC(=O)N1[C@@H](C[C@@H](C1)NS(=O)(=O)C1=CC=CC=C1)CO ((2S,4S)-1-t-butoxycarbonyl-2-hydroxymethyl-4-phenylsulfonylaminopyrrolidine). Reagents/catalysts: [O-2].[O-2].[O-2].[Cr+6] (chromium trioxide). Solvent: ClCCl (dichloromethane), CCCCCC (n-hexane), C(C)(=O)OCC (ethyl acetate), ClCCl (dichloromethane). Run at time 1 hour. Product: C(C)(C)(C)OC(=O)N1[C@@H](C[C@@H](C1)NS(=O)(=O)C1=CC=CC=C1)C=O ((2S,4S)-1-t-butoxycarbonyl-2-formyl-4-phenylsulfonylaminopyrrolidine). As a reaction SMILES: N1C=CC=CC=1.[C:7]([O:11][C:12]([N:14]1[CH2:18][C@@H:17]([NH:19][S:20]([C:23]2[CH:28]=[CH:27][CH:26]=[CH:25][CH:24]=2)(=[O:22])=[O:21])[CH2:16][C@H:15]1[CH2:29][OH:30])=[O:13])([CH3:10])([CH3:9])[CH3:8]>ClCCl.CCCCCC.C(OCC)(=O)C.[O-2].[O-2].[O-2].[Cr+6]>[C:7]([O:11][C:12]([N:14]1[CH2:18][C@@H:17]([NH:19][S:20]([C:23]2[CH:28]=[CH:27][CH:26]=[CH:25][CH:24]=2)(=[O:22])=[O:21])[CH2:16][C@H:15]1[CH:29]=[O:30])=[O:13])([CH3:10])([CH3:9])[CH3:8] |f:5.6.7.8|. Reported procedure: To a solution of pyridine (8.5 ml) in dichloromethane (150 ml) was added chromium trioxide (5.55 g) in an ice bath and the mixture was stirred at room temperature for 1 hour. To the solution were added Celite and a solution of (2S,4S)-1-t-butoxycarbonyl-2-hydroxymethyl-4-phenylsulfonylaminopyrrolidine (3.4 g) in dichloromethane (20 ml) and the mixture was stirred at room temperature for 1 hour. After being diluted with a mixture of n-hexane and ethyl acetate (1:1, 150 ml), the solution was passe...